Task: describe an organic reaction: reactants, conditions, products, and yield. Dataset: the Open Reaction Database (ORD), a public repository of structured organic reaction records The reactants are [BH4-].[Li+] (Lithium borohydride), FC=1C=C(C=C(C1)F)[C@H](CC(=O)N1C(N([C@H]([C@H]1C1=CC=CC=C1)C)C)=O)C1CCOCC1 ((4S,5R)-1-[(3R)-3-(3,5-difluorophenyl)-3-(tetrahydro-2H-pyran-4-yl)propanoyl]-3,4-dimethyl-5-phenylimidazolidin-2-one). Run in C1CCOC1 (THF). Run at temperature 60 celsius, time 20 minute. Product: FC=1C=C(C=C(C1)F)[C@H](CC=O)C1CCOCC1 ((3R)-3-(3,5-difluorophenyl)-3-(tetrahydro-2H-pyran-4-yl)propanal). Reaction SMILES: [BH4-].[Li+].[F:3][C:4]1[CH:5]=[C:6]([C@@H:11]([CH:29]2[CH2:34][CH2:33][O:32][CH2:31][CH2:30]2)[CH2:12][C:13](N2[C@H](C3C=CC=CC=3)[C@H](C)N(C)C2=O)=[O:14])[CH:7]=[C:8]([F:10])[CH:9]=1>C1COCC1>[F:10][C:8]1[CH:7]=[C:6]([C@@H:11]([CH:29]2[CH2:30][CH2:31][O:32][CH2:33][CH2:34]2)[CH2:12][CH:13]=[O:14])[CH:5]=[C:4]([F:3])[CH:9]=1 |f:0.1|. Procedure details: Lithium borohydride (1.5 ml of 2M solution in THF) was added to a solution of (4S,5R)-1-[(3R)-3-(3,5-difluorophenyl)-3-(tetrahydro-2H-pyran-4-yl)propanoyl]-3,4-dimethyl-5-phenylimidazolidin-2-one (882 mg) in anhydrous THF (20 ml) and the mixture was heated to 60° C. for 2 hours. The reaction mixture was cooled and quenched with saturated ammonium chloride and ethyl acetate and stirred for 20 minutes. The organic layer was dried and evaporated to dryness. The residue was purified by chromatograph... The reactants are COc1ccc(CCl)cc1, COC(=O)c1cc(C)ccc1O, CCOC(C)=O, [K+], [K+], O=C([O-])[O-], CN(C)C=O. Product: COC(=O)c1cc(C)ccc1OCc1ccc(OC)cc1. RXN SMILES: [CH3:13][O:14][c:15]1[cH:16][cH:17][c:18]([CH2:19][Cl:20])[cH:21][cH:22]1.[CH3:1][O:2][C:3]([c:4]1[c:5]([OH:11])[cH:6][cH:7][c:8]([CH3:10])[cH:9]1)=[O:12].[CH3:34][CH2:35][O:36][C:37]([CH3:38])=[O:39].[K+:23].[K+:24].[O-:25][C:26]([O-:27])=[O:28].[O:29]=[CH:30][N:31]([CH3:32])[CH3:33]>>[CH3:1][O:2][C:3]([c:4]1[c:5]([O:11][CH2:19][c:18]2[cH:17][cH:16][c:15]([O:14][CH3:13])[cH:22][cH:21]2)[cH:6][cH:7][c:8]([CH3:10])[cH:9]1)=[O:12]. The reactants are C1(=CC=CC=C1)S(=O)(=O)N1C(=CC=2C1=NC=CC2)C(=CC2CCOCC2)OS(=O)(=O)C2=CC=C(C=C2)C (toluene-4-sulfonic acid 1-(1-benzenesulfonyl-1H-pyrrolo[2,3-b]pyridin-2-yl)-2-(tetrahydro-pyran-4-yl)-vinyl ester), FC(C1=CC=C(C=C1)B(O)O)(F)F (4-(trifluoromethyl)phenylboronic acid), C([O-])([O-])=O.[Na+].[Na+] (sodium carbonate). Reagents/catalysts: Cl[Pd]([P](C1=CC=CC=C1)(C2=CC=CC=C2)C3=CC=CC=C3)([P](C4=CC=CC=C4)(C5=CC=CC=C5)C6=CC=CC=C6)Cl (dichlorobis(triphenylphosphine)palladium). Run in C(C)(=O)OCC (ethyl acetate), O1CCOCC1 (dioxane). Product: C1(=CC=CC=C1)S(=O)(=O)N1C(=CC=2C1=NC=CC2)C(=CC2CCOCC2)C2=CC=C(C=C2)S(=O)(=O)C (1-benzenesulfonyl-2-[1-(4-methanesulfonyl-phenyl)-2-(tetrahydro-pyran-4-yl)-vinyl]-1H-pyrrolo[2,3-b]pyridine). Yield: 94.6%. RXN SMILES: [C:1]1([S:7]([N:10]2[C:14]3=[N:15][CH:16]=[CH:17][CH:18]=[C:13]3[CH:12]=[C:11]2[C:19](OS(C2C=CC(C)=CC=2)(=O)=O)=[CH:20][CH:21]2[CH2:26][CH2:25][O:24][CH2:23][CH2:22]2)(=[O:9])=[O:8])[CH:6]=[CH:5][CH:4]=[CH:3][CH:2]=1.FC(F)(F)[C:40]1[CH:45]=[CH:44][C:43](B(O)O)=[CH:42][CH:41]=1.C(=O)([O-])[O-].[Na+].[Na+]>O1CCOCC1.C(OCC)(=O)C.Cl[Pd](Cl)([P](C1C=CC=CC=1)(C1C=CC=CC=1)C1C=CC=CC=1)[P](C1C=CC=CC=1)(C1C=CC=CC=1)C1C=CC=CC=1>[C:1]1([S:7]([N:10]2[C:14]3=[N:15][CH:16]=[CH:17][CH:18]=[C:13]3[CH:12]=[C:11]2[C:19]([C:40]2[CH:45]=[CH:44][C:43]([S:7]([CH3:1])(=[O:9])=[O:8])=[CH:42][CH:41]=2)=[CH:20][CH:21]2[CH2:22][CH2:23][O:24][CH2:25][CH2:26]2)(=[O:9])=[O:8])[CH:2]=[CH:3][CH:4]=[CH:5][CH:6]=1 |f:2.3.4,^1:71,90|. Procedure: To a mixture of toluene-4-sulfonic acid 1-(1-benzenesulfonyl-1H-pyrrolo[2,3-b]pyridin-2-yl)-2-(tetrahydro-pyran-4-yl)-vinyl ester (prepared as in Example 67, 0.5 g, 0.93 mmol), 4-(trifluoromethyl)phenylboronic acid (0.56 g, 2.8 mmol) and dichlorobis(triphenylphosphine)palladium (II) (63 mg, 0.09 mmol) in dioxane (8 mL) was added an aqueous sodium carbonate solution (2 M, 1.4 mL). The resulting mixture was subjected to microwave irradiation for 4 h at 100° C. The mixture was diluted with ethyl ac... Reactants: O (water), ClC1=CC=C(C=C1)C(O)C1=CC=C(C=C1)F ((4-Chlorophenyl)(4-fluorophenyl)methanol), [Cl-].[In+3].[Cl-].[Cl-] (indium(III) chloride), ClC1=C(C=CC(=C1)Cl)C(CCO)C1=CNC2=C(C=C(C=C12)F)CSC (3-(2,4-Dichlorophenyl)-3-{5-fluoro-7-[(methylsulfanyl)methyl]-1H-indol-3-yl}propan-1-ol). The solvent is C(C)(=O)OCC (ethyl acetate), C1(=CC=CC=C1)C (toluene). Run at temperature 80 celsius, time 3 hour. The product is ClC1=CC=C(C=C1)C(C1=CNC2=C(C=CC=C12)CSC)C1=CC=C(C=C1)F (3-[(4-Chlorophenyl)(4-fluorophenyl)methyl]-7-[(methylsulfanyl)methyl]-1H-indole). Reaction SMILES: [Cl:1][C:2]1[CH:7]=[CH:6][C:5]([CH:8]([C:10]2[CH:15]=[CH:14][C:13]([F:16])=[CH:12][CH:11]=2)O)=[CH:4][CH:3]=1.[Cl-].[In+3].[Cl-].[Cl-].ClC1C=C(Cl)C=CC=1C([C:33]1[C:41]2[C:36](=[C:37]([CH2:43][S:44][CH3:45])[CH:38]=[C:39](F)[CH:40]=2)[NH:35][CH:34]=1)CCO.O>C1(C)C=CC=CC=1.C(OCC)(=O)C>[Cl:1][C:2]1[CH:7]=[CH:6][C:5]([CH:8]([C:10]2[CH:15]=[CH:14][C:13]([F:16])=[CH:12][CH:11]=2)[C:33]2[C:41]3[C:36](=[C:37]([CH2:43][S:44][CH3:45])[CH:38]=[CH:39][CH:40]=3)[NH:35][CH:34]=2)=[CH:4][CH:3]=1 |f:1.2.3.4|. Procedure: 2.94 g (12.41 mmol) of the compound from Example 81A and 2.50 g (11.28 mmol) of indium(III) chloride were added to 2.00 g (11.28 mmol) of the compound from Example 8 in 100 ml of toluene. The reaction mixture was stirred at 80° C. for 3 h. After cooling to RT, the reaction solution was mixed with water and ethyl acetate and the solid was filtered off. The phases of the filtrate were separated, and the aqueous phase was extracted with ethyl acetate. The combined organic phases were dried over sod...